From a dataset of the Open Reaction Database (ORD), a public repository of structured organic reaction records. describe an organic reaction: reactants, conditions, products, and yield Reactants: COC(C1=CC(=C(C=C1)C)Br)=O (3-bromo-4-methyl-benzoic acid methyl ester), OC(=O)C1=CC=C(C=C1)B(O)O (4-hydroxycarbonyl-phenyl boronic acid), C([O-])([O-])=O.[Cs+].[Cs+] (cesium carbonate), tetrakis(triphenylphosphine)palladium0. Run in COCCOC (DME). The product is COC(=O)C=1C=C(C(=CC1)C)C1=CC=C(C=C1)C(=O)O (6-Methyl-biphenyl-3,4′-dicarboxylic acid 3-methyl ester). Yield: 96.1%. RXN SMILES: [CH3:1][O:2][C:3](=[O:12])[C:4]1[CH:9]=[CH:8][C:7]([CH3:10])=[C:6](Br)[CH:5]=1.[OH:13][C:14]([C:16]1[CH:21]=[CH:20][C:19](B(O)O)=[CH:18][CH:17]=1)=[O:15].C(=O)([O-])[O-].[Cs+].[Cs+]>COCCOC>[CH3:1][O:2][C:3]([C:4]1[CH:5]=[C:6]([C:19]2[CH:20]=[CH:21][C:16]([C:14]([OH:15])=[O:13])=[CH:17][CH:18]=2)[C:7]([CH3:10])=[CH:8][CH:9]=1)=[O:12] |f:2.3.4|. Procedure: A mixture of 3-bromo-4-methyl-benzoic acid methyl ester (3 g), 4-hydroxycarbonyl-phenyl boronic acid (2.21 g), cesium carbonate (4.26 g) and tetrakis(triphenylphosphine)palladium0 (catalytic quantity), in 1:2 aqueous DME (75 ml) was heated to reflux for 18 h. The cooled reaction was then evaporated to dryness and the residue purified on silica gel. Elution with dichloromethane:ethanol:0.880 ammonia; 800:8:1 to 100:8:1 gave a yellow crystalline solid (3.4 g) The reactants are CN1C(N(CCC1)C)=O (1,3-dimethyl-3,4,5,6-tetrahydro-2(1H)-pyrimidinone), [F-].C(CCC)[N+](CCCC)(CCCC)CCCC (tetrabutylammonium fluoride), solution, BrCCCCCCCCO[Si](C)(C)C(C)(C)C (1-bromo-8-t-butyldimethylsiloxyoctane), BrC=1SC=CC1 (2-bromothiophene), C(C)(C)(C)[Li] (t-butyl lithium), solution. Solvent: O1CCCC1 (tetrahydrofuran), O1CCCC1 (tetrahydrofuran), O1CCCC1 (tetrahydrofuran). Reaction conditions: time 18 hour. The product is S1C(=CC=C1)CCCCCCCCO (8-(Thiophen-2-yl)octan-1-ol). RXN SMILES: Br[C:2]1[S:3][CH:4]=[CH:5][CH:6]=1.C([Li])(C)(C)C.CN1CCCN(C)C1=O.Br[CH2:22][CH2:23][CH2:24][CH2:25][CH2:26][CH2:27][CH2:28][CH2:29][O:30][Si](C(C)(C)C)(C)C.[F-].C([N+](CCCC)(CCCC)CCCC)CCC>O1CCCC1>[S:3]1[CH:4]=[CH:5][CH:6]=[C:2]1[CH2:22][CH2:23][CH2:24][CH2:25][CH2:26][CH2:27][CH2:28][CH2:29][OH:30] |f:4.5|. Reported procedure: To a stirred solution of 2-bromothiophene (0.341 g, 2.09 mmol) in tetrahydrofuran (30 ml) under argon at -78° was added t-butyl lithium (2.53 ml of a 1.7M solution) followed by 1,3-dimethyl-3,4,5,6-tetrahydro-2(1H)-pyrimidinone (0.268 g, 2.09 mmol). To this mixture was added 1-bromo-8-t-butyldimethylsiloxyoctane (0.615 g, 1.90 mmol) in tetrahydrofuran (10 ml). After gradual warming followed by stirring at room temperature for 18 hours, the mixture was concentrated, taken up in ethyl ether and wa... Reactants: C(C)OC(=O)C1=CN(C2=C3C(C(=CN(C3=C(C=C2C1=O)F)CC)C(=O)OCC)=O)CC (1,7-Diethyl-6-fluoro-1,4,7,10-tetrahydro-4,10-dioxo-1,7-phenanthroline-3,9-dicarboxylic acid diethyl ester). The solvent is Cl (HCl). Conditions: temperature 90 celsius, time 4 hour. Product: C(C)N1C=C(C(C2=CC(=C3N(C=C(C(C3=C12)=O)C(=O)O)CC)F)=O)C(=O)O (1,7-Diethyl-6-fluoro-1,4,7,10-tetrahydro-4,10-dioxo-1,7-phenanthroline-3,9-dicarboxylic acid). The yield is 41.1%. Reaction SMILES: C([O:3][C:4]([C:6]1[C:19](=[O:20])[C:18]2[C:9](=[C:10]3[C:15](=[C:16]([F:21])[CH:17]=2)[N:14]([CH2:22][CH3:23])[CH:13]=[C:12]([C:24]([O:26]CC)=[O:25])[C:11]3=[O:29])[N:8]([CH2:30][CH3:31])[CH:7]=1)=[O:5])C>Cl>[CH2:30]([N:8]1[C:9]2[C:18](=[CH:17][C:16]([F:21])=[C:15]3[C:10]=2[C:11](=[O:29])[C:12]([C:24]([OH:26])=[O:25])=[CH:13][N:14]3[CH2:22][CH3:23])[C:19](=[O:20])[C:6]([C:4]([OH:5])=[O:3])=[CH:7]1)[CH3:31]. Procedure details: A mixture of 0.935 g (2.17 mmol) of the compound of Example 2 and 20 ml of 6N HCl is stirred at 90° C. for 4 hours. After cooling, the mixture is concentrated under reduced pressure. The residue is triturated with cold ethanol to furnish 0.334 g (41.1%) of title compound as a tan solid: